Dataset: the Open Reaction Database (ORD), a public repository of structured organic reaction records. Task: describe an organic reaction: reactants, conditions, products, and yield Starting materials: [O-]OB([O-])[O-], CC(=O)O, [Na+], [Na+], [Na+], O, O, O, O, CCOC(=O)C1=C(S)CCCC1. The product is CCOC(=O)C1=C(S(=O)(=O)O)CCCC1. RXN SMILES: [B:5]([O:6][O-:7])([O-:8])[O-:9].[CH3:25][C:26](=[O:27])[OH:28].[Na+:10].[Na+:11].[Na+:12].[OH2:1].[OH2:2].[OH2:3].[OH2:4].[SH:13][C:14]1=[C:15]([C:20](=[O:21])[O:22][CH2:23][CH3:24])[CH2:16][CH2:17][CH2:18][CH2:19]1>>[O:1]=[S:13](=[O:2])([OH:3])[C:14]1=[C:15]([C:20](=[O:21])[O:22][CH2:23][CH3:24])[CH2:16][CH2:17][CH2:18][CH2:19]1. Reactants: ClC=1C=CC(=C(C=O)C1)C1=NSN=C1 (5-chloro-2-(1,2,5-thiadiazol-3-yl)benzaldehyde), COC1=CC=C(CN)C=C1 (4-methoxybenzylamine), C(C)(=O)O (acetic acid), C(C)(=O)O[BH-](OC(C)=O)OC(C)=O.[Na+] (sodium triacetoxyborohydride). Solvent: ClCCCl (1,2-dichloroethane). Conditions: time 16 hour. The product is ClC=1C=CC(=C(CNCC2=CC=C(C=C2)OC)C1)C1=NSN=C1 (N-[5-Chloro-2-(1,2,5-thiadiazol-3-yl)benzyl]-N-(4-methoxybenzyl)amine). Reaction SMILES: [Cl:1][C:2]1[CH:3]=[CH:4][C:5]([C:10]2[CH:14]=[N:13][S:12][N:11]=2)=[C:6]([CH:9]=1)[CH:7]=O.[CH3:15][O:16][C:17]1[CH:24]=[CH:23][C:20]([CH2:21][NH2:22])=[CH:19][CH:18]=1.C(O)(=O)C.C(O[BH-](OC(=O)C)OC(=O)C)(=O)C.[Na+]>ClCCCl>[Cl:1][C:2]1[CH:3]=[CH:4][C:5]([C:10]2[CH:14]=[N:13][S:12][N:11]=2)=[C:6]([CH:9]=1)[CH2:7][NH:22][CH2:21][C:20]1[CH:23]=[CH:24][C:17]([O:16][CH3:15])=[CH:18][CH:19]=1 |f:3.4|. Procedure: To a stirred solution of 5-chloro-2-(1,2,5-thiadiazol-3-yl)benzaldehyde (0.155 g, 0.69 mmol), 4-methoxybenzylamine (0.09 mL, 0.69 mmol) and acetic acid (0.05 mL, 0.83 mmol) in 1,2-dichloroethane (5.2 mL) was added sodium triacetoxyborohydride (0.731 g, 3.45 mmol). The solution was stirred at ambient temperature for 16 h then partitioned between CH2Cl2 and saturated aqueous sodium bicarbonate. The organic phase was dried (Na2SO4) and reduced in vacuo. The residue was purified by automated prepara...